Dataset: the Open Reaction Database (ORD), a public repository of structured organic reaction records. Task: describe an organic reaction: reactants, conditions, products, and yield Reactants: CN(C1CN(CC1)C1=C(\C=C/2\C(NC(S2)=O)=O)C=C(C=C1)[N+](=O)[O-])C ((Z)-5-(2-(3-(dimethylamino)pyrrolidin-1-yl)-5-nitrobenzylidene)thiazolidine-2,4-dione). The reagents and catalysts are [Fe] (iron), Cl (HCl), O (water). Run in CO (MeOH). Conditions: temperature 80 celsius, time 1 hour. Product: NC=1C=CC(=C(\C=C/2\C(NC(S2)=O)=O)C1)N1CC(CC1)N(C)C ((Z)-5-(5-amino-2-(3-(dimethylamino)pyrrolidin-1-yl)benzylidene)thiazolidine-2,4-dione). Yield: 54.8%. RXN SMILES: [CH3:1][N:2]([CH3:25])[CH:3]1[CH2:7][CH2:6][N:5]([C:8]2[CH:21]=[CH:20][C:19]([N+:22]([O-])=O)=[CH:18][C:9]=2/[CH:10]=[C:11]2/[C:12](=[O:17])[NH:13][C:14](=[O:16])[S:15]/2)[CH2:4]1>CO.Cl.O.[Fe]>[NH2:22][C:19]1[CH:20]=[CH:21][C:8]([N:5]2[CH2:6][CH2:7][CH:3]([N:2]([CH3:1])[CH3:25])[CH2:4]2)=[C:9]([CH:18]=1)/[CH:10]=[C:11]1/[C:12](=[O:17])[NH:13][C:14](=[O:16])[S:15]/1. Reported procedure: To a mixture of (Z)-5-(2-(3-(dimethylamino)pyrrolidin-1-yl)-5-nitrobenzylidene)thiazolidine-2,4-dione (100 mg, 0.28 mmol) (Method 149) and iron (154 mg, 2.76 mmol) chip in MeOH (10 mL) was added 5 drops of conc. HCl and 5 drops of water. The mixture was stirred at 80° C. for 1 hr. The mixture was loaded into silica gel, purified with ISCO (100% ethyl acetate to methanol/ethyl acetate=50%) to yield a red solid which was repurified with Gilson (acetonitrile:water:0.1% TFA=0% to 50% fro 7 min) to y... Starting materials: Cl.C(C1=CC=CC=C1)C1=CC=C(C=C1)N1CCNCC1 (1-(4-Benzyl-phenyl)-piperazine hydrochloride), COC(CCBr)=O (3-bromo-propionic acid methyl ester), ester, [OH-].[Na+] (NaOH). The product is COC(CCN1CCN(CC1)C1=CC=C(C=C1)CC1=CC=CC=C1)=O (3-[4-(4-Benzyl-phenyl)-piperazin-1-yl]-propionic acid methyl ester), [Na+].C(C1=CC=CC=C1)C1=CC=C(C=C1)N1CCN(CC1)CCC(=O)[O-] (3-[4-(4-Benzyl-phenyl)-piperazin-1-yl]-propionic acid sodium salt). Isolated yield 89.5%. RXN SMILES: Cl.[CH2:2]([C:9]1[CH:14]=[CH:13][C:12]([N:15]2[CH2:20][CH2:19][NH:18][CH2:17][CH2:16]2)=[CH:11][CH:10]=1)[C:3]1[CH:8]=[CH:7][CH:6]=[CH:5][CH:4]=1.[CH3:21][O:22][C:23](=[O:27])[CH2:24][CH2:25]Br.[OH-].[Na+:29]>>[CH3:21][O:22][C:23](=[O:27])[CH2:24][CH2:25][N:18]1[CH2:19][CH2:20][N:15]([C:12]2[CH:13]=[CH:14][C:9]([CH2:2][C:3]3[CH:8]=[CH:7][CH:6]=[CH:5][CH:4]=3)=[CH:10][CH:11]=2)[CH2:16][CH2:17]1.[Na+:29].[CH2:2]([C:9]1[CH:14]=[CH:13][C:12]([N:15]2[CH2:20][CH2:19][N:18]([CH2:25][CH2:24][C:23]([O-:27])=[O:22])[CH2:17][CH2:16]2)=[CH:11][CH:10]=1)[C:3]1[CH:8]=[CH:7][CH:6]=[CH:5][CH:4]=1 |f:0.1,3.4,6.7|. Procedure: 3-[4-(4-Benzyl-phenyl)-piperazin-1-yl]-propionic acid methyl ester (120 mg, 42.6%) was prepared from 1-(4-Benzyl-phenyl)-piperazine hydrochloride (250 mg, 0.77 mmol) and 3-bromo-propionic acid methyl ester (128 mg, 0.77 mmol) using the method described in Example 5. Following the procedure described in Example 2, the ester (120 mg, 0.35 mmol) was treated with 1N NaOH (0.43 mL, 0.43 mmol) to yield the title compound (110 mg, 89.5%): MS (ESI) m/z 325 (M+1); 1H NMR (400 MHz, DMSO-d6) δ 2.02 (t, J=7... Starting materials: O=C([O-])[O-], CN(C)C=O, Cl, FCCCBr, [K+], [K+], NS(=O)(=O)c1ncccc1S. As a reaction SMILES: [C:12](=[O:13])([O-:14])[O-:15].[CH3:24][N:25]([CH3:26])[CH:27]=[O:28].[ClH:23].[F:18][CH2:19][CH2:20][CH2:21][Br:22].[K+:16].[K+:17].[SH:1][c:2]1[c:3]([S:8](=[O:9])(=[O:10])[NH2:11])[n:4][cH:5][cH:6][cH:7]1>>[S:1]([c:2]1[c:3]([S:8](=[O:9])(=[O:10])[NH2:11])[n:4][cH:5][cH:6][cH:7]1)[CH2:21][CH2:20][CH2:19][F:18]. Yields the product NS(=O)(=O)c1ncccc1SCCCF. The reactants are COC=1C=C(C=CC1OC)NC=1C2=C(N=C(N1)C=1C=C(C(=O)NC3=CC(=C(C(=O)OC)C=C3)OC)C=CC1)SC=N2 (methyl 4-(3-(7-(3,4-dimethoxyphenylamino)thiazolo[5,4-d]pyrimidin-5-yl)benzamido)-2-methoxybenzoate), [OH-].[Na+] (NaOH). Solvent: C1CCOC1 (THF), CO (methanol). Conditions: time 16 hour. Product: COC=1C=C(C=CC1OC)NC=1C2=C(N=C(N1)C=1C=C(C(=O)NC3=CC(=C(C(=O)O)C=C3)OC)C=CC1)SC=N2 (4-(3-(7-(3,4-dimethoxyphenylamino)thiazolo[5,4-d]pyrimidin-5-yl)benzamido)-2-methoxybenzoic acid). Isolated yield 30.7%. As a reaction SMILES: [CH3:1][O:2][C:3]1[CH:4]=[C:5]([NH:11][C:12]2[C:13]3[N:41]=[CH:40][S:39][C:14]=3[N:15]=[C:16]([C:18]3[CH:19]=[C:20]([CH:36]=[CH:37][CH:38]=3)[C:21]([NH:23][C:24]3[CH:33]=[CH:32][C:27]([C:28]([O:30]C)=[O:29])=[C:26]([O:34][CH3:35])[CH:25]=3)=[O:22])[N:17]=2)[CH:6]=[CH:7][C:8]=1[O:9][CH3:10].[OH-].[Na+]>C1COCC1.CO>[CH3:1][O:2][C:3]1[CH:4]=[C:5]([NH:11][C:12]2[C:13]3[N:41]=[CH:40][S:39][C:14]=3[N:15]=[C:16]([C:18]3[CH:19]=[C:20]([CH:36]=[CH:37][CH:38]=3)[C:21]([NH:23][C:24]3[CH:33]=[CH:32][C:27]([C:28]([OH:30])=[O:29])=[C:26]([O:34][CH3:35])[CH:25]=3)=[O:22])[N:17]=2)[CH:6]=[CH:7][C:8]=1[O:9][CH3:10] |f:1.2|. Reported procedure: To a stirred solution of methyl 4-(3-(7-(3,4-dimethoxyphenylamino)thiazolo[5,4-d]pyrimidin-5-yl)benzamido)-2-methoxybenzoate (100 mg, 0.175 mmol) in 20 mL of THF and 5 mL of methanol was added a solution of 1N NaOH (2 mL) at room temperature. After the addition, the reaction was stirred at this temperature for 16 hours. The solvent was evaporated and the residue was diluted with water and adjusted to pH=2 by HCl (aq.). The mixture was concentrated by rotary evaporation. The residue was purified ...